describe an organic reaction: reactants, conditions, products, and yield From a dataset of the Open Reaction Database (ORD), a public repository of structured organic reaction records. Procedure: 3-Fluoro-6,7,8,9-tetrahydro-benzocyclohepten-5-one (5.00 g, 28.00 mmol), NaBH3CN (12.50 g, 0.20 mol) and NH4OAc (65.00 g, 0.84 mol) in isopropanol were reacted according to the protocols as outlined in general procedure C to afford the title amine. Yields the product FC1=CC2=C(CCCCC2N)C=C1 (3-Fluoro-6,7,8,9-tetrahydro-5H-benzocyclohepten-5-ylamine). The reactants are FC1=CC2=C(CCCCC2=O)C=C1 (3-Fluoro-6,7,8,9-tetrahydro-benzocyclohepten-5-one), [BH3-]C#N.[Na+] (NaBH3CN), NH4OAc. RXN SMILES: [F:1][C:2]1[CH:13]=[CH:12][C:5]2[CH2:6][CH2:7][CH2:8][CH2:9][C:10](=O)[C:4]=2[CH:3]=1.[BH3-]C#[N:16].[Na+]>C(O)(C)C>[F:1][C:2]1[CH:13]=[CH:12][C:5]2[CH2:6][CH2:7][CH2:8][CH2:9][CH:10]([NH2:16])[C:4]=2[CH:3]=1 |f:1.2|. Solvent: C(C)(C)O (isopropanol). The reactants are CCOCC, CCCCCCCCNC, O=C(Cl)CCl. Yields the product CCCCCCCCN(C)C(=O)CCl. Reaction SMILES: [CH2:16]([O:17][CH2:18][CH3:19])[CH3:20].[CH3:6][NH:7][CH2:8][CH2:9][CH2:10][CH2:11][CH2:12][CH2:13][CH2:14][CH3:15].[Cl:1][CH2:2][C:3](=[O:4])[Cl:5]>>[Cl:1][CH2:2][C:3](=[O:4])[N:7]([CH3:6])[CH2:8][CH2:9][CH2:10][CH2:11][CH2:12][CH2:13][CH2:14][CH3:15]. Reactants: [H-].[Na+] (sodium hydride), C(C)(=O)OCC (ethyl acetate), NC=1C=C(C#N)C=CC1N1N=C(C=2C1=NC=CC2Cl)C(C)C (3-Amino-4-{4-chloro-3-isopropyl-1H-pyrazolo[3,4-b]pyridin-1-yl}benzonitrile), IC (iodomethane), CN(C)C=O (DMF). The solvent is paraffin, O (water). Conditions: time 1 hour. Product: CN(C=1C=C(C#N)C=CC1N1N=C(C=2C1=NC=CC2Cl)C(C)C)C (3-(dimethylamino)-4-(4-chloro-3-isopropyl-1H-pyrazolo[3,4-b]pyridin-1-yl)benzonitrile). Isolated yield 12.0%. As a reaction SMILES: N[C:2]1[CH:3]=[C:4]([CH:7]=C[C:9]=1[N:10]1[C:14]2=[N:15][CH:16]=[CH:17][C:18]([Cl:19])=[C:13]2[C:12]([CH:20]([CH3:22])[CH3:21])=[N:11]1)[C:5]#[N:6].IC.[H-].[Na+].C(OCC)(=O)C.[CH3:33][N:34]([CH:36]=O)[CH3:35]>O>[CH3:33][N:34]([CH3:35])[C:36]1[CH:7]=[C:4]([CH:3]=[CH:2][C:9]=1[N:10]1[C:14]2=[N:15][CH:16]=[CH:17][C:18]([Cl:19])=[C:13]2[C:12]([CH:20]([CH3:22])[CH3:21])=[N:11]1)[C:5]#[N:6] |f:2.3|. Procedure: Compound (107a) (0.08 g) and iodomethane (0.16 mL) were dissolved in DMF, and sodium hydride (0.028 g, a 55% dispersion in paraffin liquid) was added to the resulting solution at 0° C., followed by stirring at room temperature for 1 hr. The reaction solution was distributed between ethyl acetate and water, and the organic layer was washed with saturated saline. The organic layer after the washing was dried over anhydrous sodium sulfate, and then the solvent was distilled away to obtain 3-(dimeth... Starting materials: ClC1=NC=C(C(=N1)C1=NC(=CC=C1)F)Cl (2,5-dichloro-4-(6-fluoropyridin-2-yl)pyrimidine), [C@H]1(CC[C@H](CC1)N)N (trans-cyclohexane-1,4-diamine). Run in CS(=O)C (DMSO). Conditions: temperature 75 celsius, time 2 hour. The product is ClC=1C(=NC(=NC1)N[C@@H]1CC[C@H](CC1)N)C1=NC(=CC=C1)F (trans-N1-(5-chloro-4-(6-fluoropyridin-2-yl)pyrimidin-2-yl)cyclohexane-1,4-diamine). Isolated yield 80.8%. Reaction SMILES: Cl[C:2]1[N:7]=[C:6]([C:8]2[CH:13]=[CH:12][CH:11]=[C:10]([F:14])[N:9]=2)[C:5]([Cl:15])=[CH:4][N:3]=1.[C@H:16]1([NH2:23])[CH2:21][CH2:20][C@H:19]([NH2:22])[CH2:18][CH2:17]1>CS(C)=O>[Cl:15][C:5]1[C:6]([C:8]2[CH:13]=[CH:12][CH:11]=[C:10]([F:14])[N:9]=2)=[N:7][C:2]([NH:22][C@H:19]2[CH2:20][CH2:21][C@H:16]([NH2:23])[CH2:17][CH2:18]2)=[N:3][CH:4]=1. Reported procedure: A mixture of 2,5-dichloro-4-(6-fluoropyridin-2-yl)pyrimidine (37 mg, 0.152 mmol), DMSO (1.5 ml) and trans-cyclohexane-1,4-diamine (87 mg, 0.758 mmol)reaction mixture was stirred at about 75° C. for about 2 hours. The reaction mixture was cooled, filter and purified by prep LC, and then lyophilized to yield 39.5 mg of the title compound as a TFA salt. LCMS (m/z): 322.2 (MH+), retention time=0.59 min. Starting materials: OC1=C(CO)C=CC=C1 (2-hydroxybenzyl alcohol), BrCCCCCC1=CC=CC=C1 ((5-Bromopentyl)benzene), C([O-])([O-])=O.[K+].[K+] (potassium carbonate). The solvent is C(C)#N (acetonitrile). Yields the product C1(=CC=CC=C1)CCCCCOC1=C(C=CC=C1)CO ([2-(5-Phenylpentyloxy)phenyl]methanol). Yield: 85.9%. Reaction SMILES: [OH:1][C:2]1[CH:9]=[CH:8][CH:7]=[CH:6][C:3]=1[CH2:4][OH:5].Br[CH2:11][CH2:12][CH2:13][CH2:14][CH2:15][C:16]1[CH:21]=[CH:20][CH:19]=[CH:18][CH:17]=1.C(=O)([O-])[O-].[K+].[K+]>C(#N)C>[C:16]1([CH2:15][CH2:14][CH2:13][CH2:12][CH2:11][O:1][C:2]2[CH:9]=[CH:8][CH:7]=[CH:6][C:3]=2[CH2:4][OH:5])[CH:21]=[CH:20][CH:19]=[CH:18][CH:17]=1 |f:2.3.4|. Reported procedure: A solution of 10 g (80.56 mmol) of 2-hydroxybenzyl alcohol in 200 ml of dry acetonitrile is mixed with 27.45 g (120.83 mmol) of (5-bromopentyl)benzene from Example 26A and 12.25 g (88.61 mmol) of anhydrous potassium carbonate and heated under reflux for 12 hours. The mixture is then concentrated to dryness. The residue is taken up in ethyl acetate, washed with water and saturated sodium chloride solution and dried over sodium sulfate. The resulting organic phase is concentrated. The crude produc... Starting materials: COC(=O)C1=CN(C2=CC(=CC=C12)C1=CCC(CC1)O)C (6-(4-hydroxy-cyclohex-1-enyl)-1-methyl-1H-indole-3-carboxylic acid methyl ester). The reagents and catalysts are [Pd] (palladium). Run in O1CCCC1 (tetrahydrofuran), C1CCOC1 (THF). Run at time 12 hour. Yields the product COC(=O)C1=CN(C2=CC(=CC=C12)C1CCC(CC1)O)C (6-(4-Hydroxy-cyclohexyl)-1-methyl-1H-indole-3-carboxylic acid methyl ester). The yield is 79.9%. Reaction SMILES: [CH3:1][O:2][C:3]([C:5]1[C:13]2[C:8](=[CH:9][C:10]([C:14]3[CH2:19][CH2:18][CH:17]([OH:20])[CH2:16][CH:15]=3)=[CH:11][CH:12]=2)[N:7]([CH3:21])[CH:6]=1)=[O:4]>O1CCCC1.[Pd]>[CH3:1][O:2][C:3]([C:5]1[C:13]2[C:8](=[CH:9][C:10]([CH:14]3[CH2:19][CH2:18][CH:17]([OH:20])[CH2:16][CH2:15]3)=[CH:11][CH:12]=2)[N:7]([CH3:21])[CH:6]=1)=[O:4]. Procedure details: A solution of 6-(4-hydroxy-cyclohex-1-enyl)-1-methyl-1H-indole-3-carboxylic acid methyl ester (0.251 g, 0.880 mmol) in tetrahydrofuran (10 mL) is added to a slurry of palladium (0.200 g, 5% in carbon) in THF (2 mL). The mixture is stirred under an atmosphere of hydrogen (balloon) at room temperature for 12 h. The mixture is filtered through a pad of diatomaceous earth and concentrated under reduced pressure to yield the title compound (0.202 g, 80%). MS m/z 288.3 (M+1)